From a dataset of the Open Reaction Database (ORD), a public repository of structured organic reaction records. describe an organic reaction: reactants, conditions, products, and yield Starting materials: [Na] (Sodium), C1(=CC=CC=C1)S (thiophenol), C(C)O (ethanol), C(C1=CC=CC=C1)ON=C(C=CSC1=CC=CC=C1)Br (N-benzyloxy-3-phenylthioacrylimidoyl bromide). Run in C(Cl)(Cl)Cl (chloroform). Product: C(C1=CC=CC=C1)ON=C(C=CSC1=CC=CC=C1)SC1=CC=CC=C1 (phenyl N-benzyloxy-3-(phenylthio)thioacrylimidate). Yield: 43.0%. As a reaction SMILES: [Na].[C:2]1([SH:8])[CH:7]=[CH:6][CH:5]=[CH:4][CH:3]=1.C(O)C.[CH2:12]([O:19][N:20]=[C:21](Br)[CH:22]=[CH:23][S:24][C:25]1[CH:30]=[CH:29][CH:28]=[CH:27][CH:26]=1)[C:13]1[CH:18]=[CH:17][CH:16]=[CH:15][CH:14]=1>C(Cl)(Cl)Cl>[CH2:12]([O:19][N:20]=[C:21]([S:8][C:2]1[CH:7]=[CH:6][CH:5]=[CH:4][CH:3]=1)[CH:22]=[CH:23][S:24][C:25]1[CH:30]=[CH:29][CH:28]=[CH:27][CH:26]=1)[C:13]1[CH:18]=[CH:17][CH:16]=[CH:15][CH:14]=1 |^1:0|. Reported procedure: Sodium salt of thiophenol (0.14 g) was added to ethanol (5 ml) solution of N-benzyloxy-3-phenylthioacrylimidoyl bromide (0.30 g) at room temperature, then it was heat refluxing for three hours. It was cooled, and chloroform (50 ml) was added to the reaction mixture. It was successively washed with 1N aqueous sodium hydroxide solution, pure water, aqueous saturated sodium chloride solution. The organic layer was dried over anhydrous magnesium sulfate, concentrated under reduced pressure. The resi... Starting materials: N(=NC(=O)OCC)C(=O)OCC (diethyl azodicarboxylate), C1(CCCCC1)CC1N(C(OC1CC(CCO)C(C)C)(C)C)C(=O)OC(C)(C)C (t-butyl 4-(cyclohexylmethyl)-5-(4-hydroxy-2-isopropylbutyl)-2,2-dimethyl-3-oxazolidinecarboxylate), C1(=CC=CC=C1)P(C1=CC=CC=C1)C1=CC=CC=C1 (triphenylphosphine), C1(C=2C(C(N1)=O)=CC=CC2)=O (phthalimide). Run in O1CCCC1 (tetrahydrofuran), O1CCCC1 (tetrahydrofuran). Conditions: time 4 hour. The product is C1(CCCCC1)C[C@@H]1N(C(O[C@H]1C[C@H](CCN1C(C=2C(C1=O)=CC=CC2)=O)C(C)C)(C)C)C(=O)OC(C)(C)C (t-butyl (4S,5S)-4-(cyclohexylmethyl)-5-[(S)-2-isopropyl-4-phthalimidobutyl]-2,2-dimethyl-3-oxazolidinecarboxylate). Yield: 82.2%. Reaction SMILES: [CH:1]1([CH2:7][CH:8]2[CH:12]([CH2:13][CH:14]([CH:18]([CH3:20])[CH3:19])[CH2:15][CH2:16]O)[O:11][C:10]([CH3:22])([CH3:21])[N:9]2[C:23]([O:25][C:26]([CH3:29])([CH3:28])[CH3:27])=[O:24])[CH2:6][CH2:5][CH2:4][CH2:3][CH2:2]1.C1(P(C2C=CC=CC=2)C2C=CC=CC=2)C=CC=CC=1.[C:49]1(=[O:59])[NH:53][C:52](=[O:54])[C:51]2=[CH:55][CH:56]=[CH:57][CH:58]=[C:50]12.N(C(OCC)=O)=NC(OCC)=O>O1CCCC1>[CH:1]1([CH2:7][C@H:8]2[C@H:12]([CH2:13][C@@H:14]([CH:18]([CH3:20])[CH3:19])[CH2:15][CH2:16][N:53]3[C:49](=[O:59])[C:50]4=[CH:58][CH:57]=[CH:56][CH:55]=[C:51]4[C:52]3=[O:54])[O:11][C:10]([CH3:21])([CH3:22])[N:9]2[C:23]([O:25][C:26]([CH3:29])([CH3:28])[CH3:27])=[O:24])[CH2:2][CH2:3][CH2:4][CH2:5][CH2:6]1. Reported procedure: 5.0 g (12.15 mmol) of t-butyl 4-(cyclohexylmethyl)-5-(4-hydroxy-2-isopropylbutyl)-2,2-dimethyl-3-oxazolidinecarboxylate, 4.68 g (17.8 mmol) of triphenylphosphine and 2.48 g (17 mmol) of phthalimide are dissolved in 70 ml of tetrahydrofuran and cooled to 10°. Then, a solution of 2.8 ml (17.8 mmol) of diethyl azodicarboxylate in 15 ml of tetrahydrofuran is added dropwise within 10 minutes and the reaction mixture is stirred at room temperature for 4 hours. Then, the reaction mixture is evaporated ... The reactants are NCC#CCN1CCN(CC1)C1=CC(=CC=C1)C(F)(F)F (1-amino-4-[4-(3-trifluoromethylphenyl)-1-piperazinyl]-2-butyne), [H-].[Al+3].[Li+].[H-].[H-].[H-] (lithium aluminum hydride). Solvent: O1CCCC1 (tetrahydrofuran), O1CCCC1 (tetrahydrofuran). Run at temperature 45 celsius, time 3.5 hour. Product: NC\C=C\CN1CCN(CC1)C1=CC(=CC=C1)C(F)(F)F (E-1-Amino-4-[4-(3-trifluoromethylphenyl)-1-piperazinyl]-2-butene). Isolated yield 96.2%. RXN SMILES: [NH2:1][CH2:2][C:3]#[C:4][CH2:5][N:6]1[CH2:11][CH2:10][N:9]([C:12]2[CH:17]=[CH:16][CH:15]=[C:14]([C:18]([F:21])([F:20])[F:19])[CH:13]=2)[CH2:8][CH2:7]1.[H-].[Al+3].[Li+].[H-].[H-].[H-]>O1CCCC1>[NH2:1][CH2:2]/[CH:3]=[CH:4]/[CH2:5][N:6]1[CH2:11][CH2:10][N:9]([C:12]2[CH:17]=[CH:16][CH:15]=[C:14]([C:18]([F:21])([F:20])[F:19])[CH:13]=2)[CH2:8][CH2:7]1 |f:1.2.3.4.5.6|. Reported procedure: A solution of 1-amino-4-[4-(3-trifluoromethylphenyl)-1-piperazinyl]-2-butyne (25.8 g) and tetrahydrofuran (40 ml) was added dropwise over 45 mins to a suspension of lithium aluminum hydride (6.05 g) and tetrahydrofuran (500 ml), while the reaction temperature was maintained below 5° C. After the addition was complete, the reaction mixture was stirred at room temperature for 14.5 hrs and at 45° C. for 3.5 hrs. The reaction mixture was cooled to 0° C. and quenched by sequential addition of water (... The reactants are ClC1=C(C=CC=C1)[N+](=O)[O-] (1-Chloro-2-nitrobenzene), C(CC1=CC=CC=C1)N (phenethylamine). Run in ClCCCl (1,2-dichloroethane). Product: C1(=CC=CC=C1)CCNC1=C(C=CC=C1)[N+](=O)[O-] (N-(2-Phenylethyl)-2-nitroaniline). Yield: 97.5%. Reaction SMILES: Cl[C:2]1[CH:7]=[CH:6][CH:5]=[CH:4][C:3]=1[N+:8]([O-:10])=[O:9].[CH2:11]([NH2:19])[CH2:12][C:13]1[CH:18]=[CH:17][CH:16]=[CH:15][CH:14]=1>ClCCCl>[C:13]1([CH2:12][CH2:11][NH:19][C:2]2[CH:7]=[CH:6][CH:5]=[CH:4][C:3]=2[N+:8]([O-:10])=[O:9])[CH:18]=[CH:17][CH:16]=[CH:15][CH:14]=1. Reported procedure: 1-Chloro-2-nitrobenzene (2 g, 12.7 mmol), phenethylamine (5.1 mL, 40.6 mmol), and N,N-diispropylethylamine (2.8 mL, 15.3 mmol) were dissolved in 1,2-dichloroethane (20 mL) and heated at reflux for 16 hrs. The mixture was concentrated to an oil which was dissolved in EtOAc (200 mL), washed with dilute HCl (3×50 mL), dried over Na2SO4, filtered and concentrated to dryness to give the title compound (3.0g, 97%): 1H NMR (400 MHz, CDCl3) δ 3.0-3.1 (2H, t), 3.5-3.65 (2H, q), 6.65-6.7 (1H, t), 6.85-6.9... Reactants: CCOC(=O)CCCCCCBr, O=C([O-])[O-], CN(C)C=O, CC1(C2CCCC2)Cc2cc(O)c(Cl)c(Cl)c2C1=O, [K+], [K+], O. Product: CCOC(=O)CCCCCCOc1cc2c(c(Cl)c1Cl)C(=O)C(C)(C1CCCC1)C2. Reaction SMILES: [Br:26][CH2:27][CH2:28][CH2:29][CH2:30][CH2:31][CH2:32][C:33](=[O:34])[O:35][CH2:36][CH3:37].[C:20](=[O:21])([O-:22])[O-:23].[CH3:39][N:40]([CH3:41])[CH:42]=[O:43].[Cl:1][c:2]1[c:3]([OH:19])[cH:4][c:5]2[c:9]([c:10]1[Cl:11])[C:8](=[O:12])[C:7]([CH3:13])([CH:14]1[CH2:15][CH2:16][CH2:17][CH2:18]1)[CH2:6]2.[K+:24].[K+:25].[OH2:38]>>[Cl:1][c:2]1[c:3]([O:19][CH2:27][CH2:28][CH2:29][CH2:30][CH2:31][CH2:32][C:33](=[O:34])[O:35][CH2:36][CH3:37])[cH:4][c:5]2[c:9]([c:10]1[Cl:11])[C:8](=[O:12])[C:7]([CH3:13])([CH:14]1[CH2:15][CH2:16][CH2:17][CH2:18]1)[CH2:6]2. The solvent is CO (methanol). Yield: 78.6%. Reagents/catalysts: [C].[Pd] (palladium-carbon). Product: COC1=CC=C2C=C(C=NC2=C1OCCCCC)NC(=O)O (7-methoxy-8-pentyloxyquinoline-3-carbamic acid). As a reaction SMILES: Cl[C:2]1[C:11]2[C:6](=[C:7]([O:14][CH2:15][CH2:16][CH2:17][CH2:18][CH3:19])[C:8]([O:12][CH3:13])=[CH:9][CH:10]=2)[N:5]=[CH:4][C:3]=1[NH:20][C:21]([OH:23])=[O:22].[H][H]>[C].[Pd].CO>[CH3:13][O:12][C:8]1[C:7]([O:14][CH2:15][CH2:16][CH2:17][CH2:18][CH3:19])=[C:6]2[C:11]([CH:2]=[C:3]([NH:20][C:21]([OH:23])=[O:22])[CH:4]=[N:5]2)=[CH:10][CH:9]=1 |f:2.3|. Reactants: [H][H] (hydrogen), ClC1=C(C=NC2=C(C(=CC=C12)OC)OCCCCC)NC(=O)O (4-Chloro-7-methoxy-8-pentyloxyquinoline-3-carbamic acid). Procedure details: 4-Chloro-7-methoxy-8-pentyloxyquinoline-3-carbamic acid (101 mg, 0.312 mmol) and methanol (10 ml) were mixed, and 10% palladium-carbon catalyst (30 mg) was added to this solution. The mixture was stirred at room temperature for 5 hours in a stream of hydrogen. The palladium-carbon catalyst was filtered off, and the filtrate was concentrated under reduced pressure. The obtained residue was purified by column chromatography (hexane/ethyl acetate=10/1-6/4) to give 7-methoxy-8-pentyloxyquinoline-3-c... Product: O=c1cc(N2CCN(Cc3cccc(F)c3O)CC2)nc[nH]1. As a reaction SMILES: [F:14][c:15]1[c:16]([OH:23])[c:17]([CH:18]=[O:19])[cH:20][cH:21][cH:22]1.[N:1]1([c:7]2[cH:8][c:9](=[O:13])[nH:10][cH:11][n:12]2)[CH2:2][CH2:3][NH:4][CH2:5][CH2:6]1>>[N:1]1([c:7]2[cH:8][c:9](=[O:13])[nH:10][cH:11][n:12]2)[CH2:2][CH2:3][N:4]([CH2:18][c:17]2[c:16]([OH:23])[c:15]([F:14])[cH:22][cH:21][cH:20]2)[CH2:5][CH2:6]1. The reactants are O=Cc1cccc(F)c1O, O=c1cc(N2CCNCC2)nc[nH]1.